From a dataset of the Open Reaction Database (ORD), a public repository of structured organic reaction records. describe an organic reaction: reactants, conditions, products, and yield Reactants: CO, C[O-], BrCC1CC1, [Na+], Sc1nc[nH]n1. Product: c1nc(SCC2CC2)n[nH]1. As a reaction SMILES: [CH3:15][OH:16].[CH3:7][O-:8].[CH:10]1([CH2:13][Br:14])[CH2:11][CH2:12]1.[Na+:9].[SH:1][c:2]1[n:3][nH:4][cH:5][n:6]1>>[S:1]([c:2]1[n:3][nH:4][cH:5][n:6]1)[CH2:13][CH:10]1[CH2:11][CH2:12]1. The reactants are FC(COC1=CC=C(C=C1)O)(F)F (4-(2,2,2-trifluoroethoxy)phenol), S(=O)(=O)(Cl)Cl (sulfuryl chloride). The reagents and catalysts are C(C(C)C)NCC(C)C (diisobutylamine). The solvent is C1(=CC=CC=C1)C (toluene). Run at temperature 70 celsius. Product: ClC1=C(C=CC(=C1)OCC(F)(F)F)O (2-Chloro-4-(2,2,2-trifluoroethoxy)phenol). Isolated yield 106.1%. As a reaction SMILES: [F:1][C:2]([F:13])([F:12])[CH2:3][O:4][C:5]1[CH:10]=[CH:9][C:8]([OH:11])=[CH:7][CH:6]=1.S(Cl)([Cl:17])(=O)=O>C(NCC(C)C)C(C)C.C1(C)C=CC=CC=1>[Cl:17][C:7]1[CH:6]=[C:5]([O:4][CH2:3][C:2]([F:12])([F:13])[F:1])[CH:10]=[CH:9][C:8]=1[OH:11]. Reported procedure: To a 30 ml toluene solution of 4-(2,2,2-trifluoroethoxy)phenol (1.02 g, 5.31 mmol) and diisobutylamine (0.074 ml, 0.42 mmol) was added sulfuryl chloride (0.38 ml, 4.7 mmol). This solution was heated to 70° C. for 2 hr. The solvent was removed under reduced pressure. The residue was diluted with AcOEt and sat. bicarb. solution. The organic layer was separated, and the aqueous layer was extracted twice with AcOEt. The combined organic layers were dried over anhydrous Na2SO4, filtered, concentrated... Starting materials: Cc1ccccc1, O=C(Nc1ccc(Cl)c(CO)c1)c1cccc(C(F)(F)F)c1, O=[Mn]=O. Yields the product O=Cc1cc(NC(=O)c2cccc(C(F)(F)F)c2)ccc1Cl. Reaction SMILES: [CH3:23][c:24]1[cH:25][cH:26][cH:27][cH:28][cH:29]1.[Cl:1][c:2]1[c:3]([CH2:21][OH:22])[cH:4][c:5]([NH:8][C:9]([c:10]2[cH:11][c:12]([C:16]([F:17])([F:18])[F:19])[cH:13][cH:14][cH:15]2)=[O:20])[cH:6][cH:7]1.[O:30]=[Mn:31]=[O:32]>>[Cl:1][c:2]1[c:3]([CH:21]=[O:22])[cH:4][c:5]([NH:8][C:9]([c:10]2[cH:11][c:12]([C:16]([F:17])([F:18])[F:19])[cH:13][cH:14][cH:15]2)=[O:20])[cH:6][cH:7]1. Reactants: Cc1ccc(C(=O)NN)cc1, CC(=O)O, O=C1Nc2ccc(I)cc2C1=O. The product is Cc1ccc(C(=O)NN=C2C(=O)Nc3ccc(I)cc32)cc1. Reaction SMILES: [CH3:13][c:14]1[cH:15][cH:16][c:17]([C:18](=[O:19])[NH:20][NH2:21])[cH:22][cH:23]1.[CH3:24][C:25](=[O:26])[OH:27].[I:1][c:2]1[cH:3][c:4]2[c:8]([cH:9][cH:10]1)[NH:7][C:6](=[O:11])[C:5]2=[O:12]>>[I:1][c:2]1[cH:3][c:4]2[c:8]([cH:9][cH:10]1)[NH:7][C:6](=[O:11])[C:5]2=[N:21][NH:20][C:18]([c:17]1[cH:16][cH:15][c:14]([CH3:13])[cH:23][cH:22]1)=[O:19]. The reactants are NaBH, [Cl-].[Cl-].[Ca+2] (CaCl2), C(C)OC(=O)C1=NC(=CC(=C1)N1CCNCC1)C(=O)OCC (Diethyl-4-piperazinyl-2,6-pyridinedicarboxylate). Solvent: C1CCOC1 (THF). Yields the product N1(CCNCC1)C1=CC(=NC(=C1)CO)CO (4-Piperazinyl-2,6-bis-hydroxymethyl pyridine). As a reaction SMILES: C([O:3][C:4]([C:6]1[CH:11]=[C:10]([N:12]2[CH2:17][CH2:16][NH:15][CH2:14][CH2:13]2)[CH:9]=[C:8]([C:18](OCC)=[O:19])[N:7]=1)=O)C.[Cl-].[Cl-].[Ca+2]>C1COCC1>[N:12]1([C:10]2[CH:11]=[C:6]([CH2:4][OH:3])[N:7]=[C:8]([CH2:18][OH:19])[CH:9]=2)[CH2:17][CH2:16][NH:15][CH2:14][CH2:13]1 |f:1.2.3|. Reported procedure: Diethyl-4-piperazinyl-2,6-pyridinedicarboxylate is dissolved in THF and treated with NaBH, and CaCl2 as per the procedure of Example 51 to give the title compound. The reactants are CC(C)(C)OC(=O)Cn1cnc2nc(Cl)nc(N)c21, CCOC(C)=O, CS(C)=O, CC(C)(C)OC(=O)N1CCNCC1, O. The product is CC(C)(C)OC(=O)Cn1cnc2nc(N3CCN(C(=O)OC(C)(C)C)CC3)nc(N)c21. As a reaction SMILES: [CH3:1][C:2]([CH3:3])([CH3:4])[O:5][C:6]([CH2:7][n:8]1[cH:9][n:10][c:11]2[n:12][c:13]([Cl:18])[n:14][c:15]([NH2:17])[c:16]12)=[O:19].[CH3:34][CH2:35][O:36][C:37](=[O:38])[CH3:39].[CH3:40][S:41]([CH3:42])=[O:43].[N:20]1([C:26](=[O:27])[O:28][C:29]([CH3:30])([CH3:31])[CH3:32])[CH2:21][CH2:22][NH:23][CH2:24][CH2:25]1.[OH2:33]>>[CH3:1][C:2]([CH3:3])([CH3:4])[O:5][C:6]([CH2:7][n:8]1[cH:9][n:10][c:11]2[n:12][c:13]([N:23]3[CH2:22][CH2:21][N:20]([C:26](=[O:27])[O:28][C:29]([CH3:30])([CH3:31])[CH3:32])[CH2:25][CH2:24]3)[n:14][c:15]([NH2:17])[c:16]12)=[O:19]. Reactants: Cc1cc(Cl)ccc1O, COC(=O)c1ccc(C(C)NC(=O)c2cc(Cl)cnc2Cl)cc1. Product: COC(=O)c1ccc(C(C)NC(=O)c2cc(Cl)cnc2Oc2ccc(Cl)cc2C)cc1. RXN SMILES: [CH3:24][c:25]1[cH:26][c:27]([Cl:28])[cH:29][cH:30][c:31]1[OH:32].[Cl:1][c:2]1[n:3][cH:4][c:5]([Cl:23])[cH:6][c:7]1[C:8](=[O:9])[NH:10][CH:11]([CH3:12])[c:13]1[cH:14][cH:15][c:16]([C:17](=[O:18])[O:19][CH3:20])[cH:21][cH:22]1>>[c:2]1([O:32][c:31]2[c:25]([CH3:24])[cH:26][c:27]([Cl:28])[cH:29][cH:30]2)[n:3][cH:4][c:5]([Cl:23])[cH:6][c:7]1[C:8](=[O:9])[NH:10][CH:11]([CH3:12])[c:13]1[cH:14][cH:15][c:16]([C:17](=[O:18])[O:19][CH3:20])[cH:21][cH:22]1.